From a dataset of the Open Reaction Database (ORD), a public repository of structured organic reaction records. describe an organic reaction: reactants, conditions, products, and yield Reactants: CO, ClCCl, NN, O=C1c2ccccc2C(=O)N1CC1Cc2ccccc2O1. Product: NCC1Cc2ccccc2O1. RXN SMILES: [CH3:24][OH:25].[Cl:26][CH2:27][Cl:28].[NH2:22][NH2:23].[O:1]1[CH:2]([CH2:10][N:11]2[C:12](=[O:13])[c:14]3[c:15]([cH:16][cH:17][cH:18][cH:19]3)[C:20]2=[O:21])[CH2:3][c:4]2[c:5]1[cH:6][cH:7][cH:8][cH:9]2>>[O:1]1[CH:2]([CH2:10][NH2:11])[CH2:3][c:4]2[c:5]1[cH:6][cH:7][cH:8][cH:9]2. Starting materials: CCOCC (Et2O), CNC (Dimethylamine), C(C1=CC=CC=C1)OC1=CC=C(C=C1)C(CC1=CC=C(C=C1)OC)=O (1-(4-benzyloxyphenyl)-2-(4-methoxyphenyl)ethan-l-one). The reagents and catalysts are Cl[Ti](Cl)(Cl)Cl (TiCl4). Solvent: C1(=CC=CC=C1)C (toluene), C1(=CC=CC=C1)C (toluene), C1(=CC=CC=C1)C (toluene). Reaction conditions: temperature 0 celsius, time 15 minute. The product is C(C1=CC=CC=C1)OC1=CC=C(C=C1)C(=CC1=CC=C(C=C1)OC)N(C)C (1-(4-Benzyloxyphenyl)-1-(dimethylamino)-2-(4-methoxyphenyl)ethylene). The yield is 76.0%. Reaction SMILES: [CH3:1][NH:2][CH3:3].[CH2:4]([O:11][C:12]1[CH:17]=[CH:16][C:15]([C:18](=O)[CH2:19][C:20]2[CH:25]=[CH:24][C:23]([O:26][CH3:27])=[CH:22][CH:21]=2)=[CH:14][CH:13]=1)[C:5]1[CH:10]=[CH:9][CH:8]=[CH:7][CH:6]=1.CCOCC>C1(C)C=CC=CC=1.Cl[Ti](Cl)(Cl)Cl>[CH2:4]([O:11][C:12]1[CH:17]=[CH:16][C:15]([C:18]([N:2]([CH3:3])[CH3:1])=[CH:19][C:20]2[CH:25]=[CH:24][C:23]([O:26][CH3:27])=[CH:22][CH:21]=2)=[CH:14][CH:13]=1)[C:5]1[CH:10]=[CH:9][CH:8]=[CH:7][CH:6]=1. Reported procedure: Dimethylamine (55 mL, 0.15 mol) in 100 mL of toluene was added over ten min at 0°-5° C. to a 600 mL toluene suspension of 1-(4-benzyloxyphenyl)-2-(4-methoxyphenyl)ethan-l-one (50 g, 0.15 mol), then stirred 15 min at 0° C. A 50 mL toluene solution of TiCl4 (9.8 mL, 0.09 mol) was added dropwise over 1 h to the reaction mixture, keeping the temperature below 5° C. The brown suspension was stirred 16 h at rt then filtered through Hyflo Super Cel to give a yellow filtrate. Two Et2O washes of the filt... RXN SMILES: [Br:18][CH:19]([C:20](=[O:21])[OH:22])[CH3:23].[CH3:1][C:2]([CH3:3])([O-:4])[CH3:5].[CH3:24][C:25]([OH:26])([CH3:27])[CH3:28].[CH:8]1([S:14][CH2:15][CH2:16][NH2:17])[CH2:9][CH2:10][CH2:11][CH2:12][CH2:13]1.[ClH:7].[K+:6]>>[CH:8]1([S:14][CH2:15][CH2:16][NH:17][CH:19]([C:20](=[O:21])[OH:22])[CH3:23])[CH2:9][CH2:10][CH2:11][CH2:12][CH2:13]1. The product is CC(NCCSC1CCCCC1)C(=O)O. The reactants are CC(Br)C(=O)O, CC(C)(C)[O-], CC(C)(C)O, NCCSC1CCCCC1, Cl, [K+]. The reactants are CCCCNc1ccc(C(C)C)cc1, CC(C)c1cccc(C(C)C)c1N=C=O. Yields the product CCCCN(C(=O)Nc1c(C(C)C)cccc1C(C)C)c1ccc(C(C)C)cc1. Reaction SMILES: [CH2:1]([CH2:2][CH2:3][CH3:4])[NH:5][c:6]1[cH:7][cH:8][c:9]([CH:12]([CH3:13])[CH3:14])[cH:10][cH:11]1.[CH:15]([CH3:16])([CH3:17])[c:18]1[c:19]([N:27]=[C:28]=[O:29])[c:20]([CH:24]([CH3:25])[CH3:26])[cH:21][cH:22][cH:23]1>>[CH2:1]([CH2:2][CH2:3][CH3:4])[N:5]([c:6]1[cH:7][cH:8][c:9]([CH:12]([CH3:13])[CH3:14])[cH:10][cH:11]1)[C:28]([NH:27][c:19]1[c:18]([CH:15]([CH3:16])[CH3:17])[cH:23][cH:22][cH:21][c:20]1[CH:24]([CH3:25])[CH3:26])=[O:29]. Reactants: [OH-].[Na+] (NaOH), OO (hydrogen peroxide), C(C)(C)(C)NC(=O)C1=NC=C(C=C1)Cl (N-t-Butyl-5-chloro-2-pyridinecarboxamide), ice. The solvent is FC(C(=O)O)(F)F (trifluoroacetic acid). The product is C(C)(C)(C)NC(=O)C1=[N+](C=C(C=C1)Cl)[O-] (N-t-Butyl-1-oxido-5-chloro-2-pyridinecarboxamide). Yield: 65.0%. RXN SMILES: [OH:1]O.[C:3]([NH:7][C:8]([C:10]1[CH:15]=[CH:14][C:13]([Cl:16])=[CH:12][N:11]=1)=[O:9])([CH3:6])([CH3:5])[CH3:4].[OH-].[Na+]>FC(F)(F)C(O)=O>[C:3]([NH:7][C:8]([C:10]1[CH:15]=[CH:14][C:13]([Cl:16])=[CH:12][N+:11]=1[O-:1])=[O:9])([CH3:6])([CH3:4])[CH3:5] |f:2.3|. Procedure: Thirty-one percent aqueous hydrogen peroxide (1.0 ml) was added to a solution of N-t-butyl-5-chloro-2-pyridinecarboxamide obtained in Example 40 (0.35 g, 1.65 mmol) in trifluoroacetic acid (5 ml), and heated under reflux for 1.5 hours. The reaction mixture was added portionwise into an ice-cooled 1N aqueous NaOH and extracted three times with ethyl acetate and the extracts were dried over MgSO4. The solvent was evaporated, and the residue was purified by silica gel chromatography (hexane/ethyl a... Starting materials: C(C)(C)(C)OC(=O)N1C[C@H](OCC1)CC1=CC(=CC=C1)C=O ((R)-2-(3-formyl-benzyl)-morpholine-4-carboxylic acid tert-butyl ester), [BH4-].[Na+] (sodium borohydride). The solvent is C(C)(=O)OCC (ethyl acetate), CO (methanol). The product is C(C)(C)(C)OC(=O)N1C[C@H](OCC1)CC1=CC(=CC=C1)CO ((R)-2-(3-Hydroxymethyl-benzyl)-morpholine-4-carboxylic acid tert-butyl ester), oil. Yield: 87.0%. RXN SMILES: [C:1]([O:5][C:6]([N:8]1[CH2:13][CH2:12][O:11][C@H:10]([CH2:14][C:15]2[CH:20]=[CH:19][CH:18]=[C:17]([CH:21]=[O:22])[CH:16]=2)[CH2:9]1)=[O:7])([CH3:4])([CH3:3])[CH3:2].[BH4-].[Na+]>CO.C(OCC)(=O)C>[C:1]([O:5][C:6]([N:8]1[CH2:13][CH2:12][O:11][C@H:10]([CH2:14][C:15]2[CH:20]=[CH:19][CH:18]=[C:17]([CH2:21][OH:22])[CH:16]=2)[CH2:9]1)=[O:7])([CH3:4])([CH3:2])[CH3:3] |f:1.2|. Reported procedure: The solution of 0.48 g (1.6 mmol) (R)-2-(3-formyl-benzyl)-morpholine-4-carboxylic acid tert-butyl ester in 5 mL methanol was treated with 36 mg (0.95 mmol) sodium borohydride. After 2 h the reaction was diluted with ethyl acetate and extracted with 10% aqueous sodium bicarbonate solution and brine. The organic layer was dried over magnesium sulfate, filtered and evaporated. Chromatography of the remaining residue on silica gel with n-hexane:ethyl acetate (1:1 v/v) gave the desired compound in fo... As a reaction SMILES: [H-].[Na+].[Cl:3][C:4]1[C:5]([CH3:23])=[C:6]([C:15]2[CH:20]=[CH:19][N:18]=[C:17]([C:21]#[N:22])[CH:16]=2)[C:7]([O:13][CH3:14])=[C:8]([CH:10](Cl)[CH3:11])[CH:9]=1.[CH3:24][C:25]1[C:33]2[C:28](=[N:29][CH:30]=[N:31][C:32]=2[NH2:34])[NH:27][N:26]=1.O>CN(C)C=O>[NH2:34][C:32]1[N:31]=[CH:30][N:29]=[C:28]2[N:27]([CH:10]([C:8]3[C:7]([O:13][CH3:14])=[C:6]([C:15]4[CH:20]=[CH:19][N:18]=[C:17]([C:21]#[N:22])[CH:16]=4)[C:5]([CH3:23])=[C:4]([Cl:3])[CH:9]=3)[CH3:11])[N:26]=[C:25]([CH3:24])[C:33]=12 |f:0.1|. Conditions: temperature 30 celsius, time 8 hour. Reactants: O (water), [H-].[Na+] (Sodium hydride), ClC=1C(=C(C(=C(C1)C(C)Cl)OC)C1=CC(=NC=C1)C#N)C (4-[3-chloro-5-(1-chloroethyl)-6-methoxy-2-methylphenyl]pyridine-2-carbonitrile), CC1=NNC2=NC=NC(=C21)N (3-methyl-1H-pyrazolo[3,4-d]pyrimidin-4-amine). Yields the product NC1=C2C(=NC=N1)N(N=C2C)C(C)C=2C(=C(C(=C(C2)Cl)C)C2=CC(=NC=C2)C#N)OC (4-{3-[1-(4-Amino-3-methyl-1H-pyrazolo[3,4-d]pyrimidin-1-yl)ethyl]-5-chloro-2-methoxy-6-methylphenyl}pyridine-2-carbonitrile). The solvent is CN(C=O)C (N,N-dimethylformamide). Reported procedure: Sodium hydride (20 mg, 0.50 mmol) was added to a mixture of 4-[3-chloro-5-(1-chloroethyl)-6-methoxy-2-methylphenyl]pyridine-2-carbonitrile (90 mg, 0.28 mmol), 3-methyl-1H-pyrazolo[3,4-d]pyrimidin-4-amine (63 mg, 0.42 mmol) in N,N-dimethylformamide (4 mL) and the reaction was stirred et 30° C. overnight. The mixture was cooled, treated with water and then filtered to provide the desired product. LCMS calculated for C22H21ClN7O (M+H)+: m/z=434.1; Found: 434.2 Starting materials: NC=1N=C(C(=NC1S(=O)(=O)C)C=1C=CC(N(N1)C(C)C)=O)C1=CC=CC=C1 (6-[5-amino-6-(methylsulfonyl)-3-phenyl-2-pyrazinyl]-2-isopropyl-3(2H)-pyridazinone), C[O-].[Na+] (sodium methoxide), O (Water). Run in CC(=O)C (acetone), CO (MeOH). Yields the product NC=1N=C(C(=NC1OC)C=1C=CC(N(N1)C(C)C)=O)C1=CC=CC=C1 (6-(5-amino-6-methoxy-3-phenyl-2-pyrazinyl)-2-isopropyl-3(2H)-pyridazinone). Isolated yield 85.8%. As a reaction SMILES: [NH2:1][C:2]1[N:3]=[C:4]([C:22]2[CH:27]=[CH:26][CH:25]=[CH:24][CH:23]=2)[C:5]([C:12]2[CH:13]=[CH:14][C:15](=[O:21])[N:16]([CH:18]([CH3:20])[CH3:19])[N:17]=2)=[N:6][C:7]=1S(C)(=O)=O.[CH3:28][O-:29].[Na+].O>CO.CC(C)=O>[NH2:1][C:2]1[N:3]=[C:4]([C:22]2[CH:27]=[CH:26][CH:25]=[CH:24][CH:23]=2)[C:5]([C:12]2[CH:13]=[CH:14][C:15](=[O:21])[N:16]([CH:18]([CH3:20])[CH3:19])[N:17]=2)=[N:6][C:7]=1[O:29][CH3:28] |f:1.2|. Reported procedure: A suspension of 6-[5-amino-6-(methylsulfonyl)-3-phenyl-2-pyrazinyl]-2-isopropyl-3(2H)-pyridazinone (205 mg) and sodium methoxide (57.7 mg) in MeOH (0.6 m) was refluxed for 24 hours. Water (3 ml) was added to the reaction mixture to give a precipitate. The precipitate was collected by filtration and purified by column chromatography on silica gel eluting with a mixture of n-hexane and EtOAc (60:40 v/v) to give a solid. The solid was suspended in acetone and collected by filtration to give 6-(5-am... Starting materials: CN(C(=O)OC(C)(C)C)C(Cc1ccc2ccccc2c1)C(=O)O, CNC(Cc1ccccc1)C(=O)NCC(C)(C)OC(C)=O, CCN(C(C)C)C(C)C, CCN=C=NCCCN(C)C, CN(C)C=O, CCOC(C)=O, ClCCl, Cl, On1nnc2cccnc21. The product is CC(=O)OC(C)(C)CNC(=O)C(Cc1ccccc1)N(C)C(=O)C(Cc1ccc2ccccc2c1)N(C)C(=O)OC(C)(C)C. RXN SMILES: [C:1]([CH3:2])([CH3:3])([CH3:4])[O:5][C:6](=[O:7])[N:8]([CH3:9])[CH:10]([C:11](=[O:12])[OH:13])[CH2:14][c:15]1[cH:16][c:17]2[cH:18][cH:19][cH:20][cH:21][c:22]2[cH:23][cH:24]1.[C:47]([CH3:48])(=[O:49])[O:50][C:51]([CH2:52][NH:53][C:54]([CH:55]([CH2:56][c:57]1[cH:58][cH:59][cH:60][cH:61][cH:62]1)[NH:63][CH3:64])=[O:65])([CH3:66])[CH3:67].[CH2:68]([N:69]([CH:70]([CH3:71])[CH3:72])[CH:73]([CH3:74])[CH3:75])[CH3:76].[CH3:36][N:37]([CH3:38])[CH2:39][CH2:40][CH2:41][N:42]=[C:43]=[N:44][CH2:45][CH3:46].[CH3:77][N:78]([CH3:79])[CH:80]=[O:81].[CH3:85][CH2:86][O:87][C:88](=[O:89])[CH3:90].[Cl:82][CH2:83][Cl:84].[ClH:35].[OH:25][n:26]1[c:27]2[n:28][cH:29][cH:30][cH:31][c:32]2[n:33][n:34]1>>[C:1]([CH3:2])([CH3:3])([CH3:4])[O:5][C:6](=[O:7])[N:8]([CH3:9])[CH:10]([C:11](=[O:12])[N:63]([CH:55]([C:54]([NH:53][CH2:52][C:51]([O:50][C:47]([CH3:48])=[O:49])([CH3:66])[CH3:67])=[O:65])[CH2:56][c:57]1[cH:58][cH:59][cH:60][cH:61][cH:62]1)[CH3:64])[CH2:14][c:15]1[cH:16][c:17]2[cH:18][cH:19][cH:20][cH:21][c:22]2[cH:23][cH:24]1. Reactants: OC=1C(=C2CCC(OC2=C(C1C)C)(C(=O)N(C)OC)C)C (6-hydroxy-N-methoxy-N,2,5,7,8-pentamethylchroman-2-carboxamide), O=[N+]([O-])[O-].[O-][N+]([O-])=O.[O-][N+]([O-])=O.[O-][N+]([O-])=O.[O-][N+]([O-])=O.[O-][N+]([O-])=O.[Ce+4].[NH4+].[NH4+] (CAN). Yields the product OC(C(=O)N(C)OC)(CCC1=C(C(C(=C(C1=O)C)C)=O)C)C (2-hydroxy-N-methoxy-N,2-dimethyl-4-(2,4,5-trimethyl-3,6-dioxocyclohexa-1,4-dienyl)butanamide). Isolated yield 73.1%. Reaction SMILES: [OH:1][C:2]1[C:3]([CH3:21])=[C:4]2[C:9](=[C:10]([CH3:13])[C:11]=1[CH3:12])[O:8][C:7]([CH3:20])([C:14]([N:16]([O:18][CH3:19])[CH3:17])=[O:15])[CH2:6][CH2:5]2.[O:22]=[N+]([O-])[O-].[O-][N+](=O)[O-].[O-][N+](=O)[O-].[O-][N+](=O)[O-].[O-][N+](=O)[O-].[O-][N+](=O)[O-].[Ce+4].[NH4+].[NH4+]>>[OH:22][C:7]([CH3:20])([CH2:6][CH2:5][C:4]1[C:9](=[O:8])[C:10]([CH3:13])=[C:11]([CH3:12])[C:2](=[O:1])[C:3]=1[CH3:21])[C:14]([N:16]([O:18][CH3:19])[CH3:17])=[O:15] |f:1.2.3.4.5.6.7.8.9|. Procedure details: Oxidation as described in protocol B, using 155 mg (0.528 mmol) of 6-hydroxy-N-methoxy-N,2,5,7,8-pentamethylchroman-2-carboxamide and 637 mg CAN (1.16 mmol) yielding 119.4 mg of 2-hydroxy-N-methoxy-N,2-dimethyl-4-(2,4,5-trimethyl-3,6-dioxocyclohexa-1,4-dienyl)butanamide as a yellow solid.